From a dataset of the Open Reaction Database (ORD), a public repository of structured organic reaction records. describe an organic reaction: reactants, conditions, products, and yield Reactants: CCO, CS(=O)(=O)OCCC#Cc1ccc2c(-c3ccc(Cl)cc3)nsc2c1, C1COCCO1. Yields the product CS(=O)(=O)OCCCCc1ccc2c(-c3ccc(Cl)cc3)nsc2c1. RXN SMILES: [CH3:26][CH2:27][OH:28].[Cl:1][c:2]1[cH:3][cH:4][c:5](-[c:8]2[n:9][s:10][c:11]3[c:12]2[cH:13][cH:14][c:15]([C:17]#[C:18][CH2:19][CH2:20][O:21][S:22](=[O:23])(=[O:24])[CH3:25])[cH:16]3)[cH:6][cH:7]1.[O:29]1[CH2:30][CH2:31][O:32][CH2:33][CH2:34]1>>[Cl:1][c:2]1[cH:3][cH:4][c:5](-[c:8]2[n:9][s:10][c:11]3[c:12]2[cH:13][cH:14][c:15]([CH2:17][CH2:18][CH2:19][CH2:20][O:21][S:22](=[O:23])(=[O:24])[CH3:25])[cH:16]3)[cH:6][cH:7]1. Starting materials: C(C)(C)(C)OC(=O)N1C[C@H]([C@@H](C1)CN(C(C)C)C(C1=CC(=C(C=C1)CC)OCCCOC)=O)CN=[N+]=[N-] ((3S,4R)-3-azidomethyl-4-({[4-ethyl-3-(3-methoxy-propoxy)-benzoyl]-isopropyl-amino}-methyl)-pyrrolidine-1-carboxylic acid tert-butyl ester). Reagents/catalysts: [Pd] (Pd/C). Solvent: CCO (EtOH). Yields the product C(C)(C)(C)OC(=O)N1C[C@H]([C@@H](C1)CN(C(C)C)C(C1=CC(=C(C=C1)CC)OCCCOC)=O)CN ((3R,4R)-3-Aminomethyl-4-({[4-ethyl-3-(3-methoxy-propoxy)-benzoyl]-isopropyl-amino}-methyl)-pyrrolidine-1-carboxylic acid tert-butyl ester). As a reaction SMILES: [C:1]([O:5][C:6]([N:8]1[CH2:12][C@@H:11]([CH2:13][N:14]([C:18](=[O:33])[C:19]2[CH:24]=[CH:23][C:22]([CH2:25][CH3:26])=[C:21]([O:27][CH2:28][CH2:29][CH2:30][O:31][CH3:32])[CH:20]=2)[CH:15]([CH3:17])[CH3:16])[C@H:10]([CH2:34][N:35]=[N+]=[N-])[CH2:9]1)=[O:7])([CH3:4])([CH3:3])[CH3:2]>CCO.[Pd]>[C:1]([O:5][C:6]([N:8]1[CH2:12][C@@H:11]([CH2:13][N:14]([C:18](=[O:33])[C:19]2[CH:24]=[CH:23][C:22]([CH2:25][CH3:26])=[C:21]([O:27][CH2:28][CH2:29][CH2:30][O:31][CH3:32])[CH:20]=2)[CH:15]([CH3:16])[CH3:17])[C@H:10]([CH2:34][NH2:35])[CH2:9]1)=[O:7])([CH3:4])([CH3:3])[CH3:2]. Procedure details: According to the procedure described for Example 130/reaction step C, by hydrogenation of (3S,4R)-3-azidomethyl-4-({[4-ethyl-3-(3-methoxy-propoxy)-benzoyl]-isopropyl-amino}-methyl)-pyrrolidine-1-carboxylic acid tert-butyl ester (3.95 g, 7.48 mmol), dissolved in absolute EtOH (100 mL), in the presence of Pd/C 10% (0.8 g; Engelhard 4505) at room temperature under atmospheric pressure to give, after filtration and drying in vacuo, the title compound as colorless oil. MS: 492.2 [M+H]+. tR (HPLC, Nuc...